Dataset: the Open Reaction Database (ORD), a public repository of structured organic reaction records. Task: describe an organic reaction: reactants, conditions, products, and yield Reactants: C(C)OC(=O)C=1NC2=CC=CC=C2C1C(=O)C1=CC=CC2=CC=CC=C12 (3-(naphthalene-1-carbonyl)-1H-indole-2-carboxylic acid ethyl ester), C(C)[SiH](CC)CC (triethylsilane). Run in FC(C(=O)O)(F)F (trifluoroacetic acid). Reaction conditions: time 21 hour. Product: C(C)OC(=O)C=1NC2=CC=CC=C2C1CC1=CC=CC2=CC=CC=C12 (3-naphthalen-1-ylmethyl-1H-indole-2-carboxylic acid ethyl ester). RXN SMILES: [CH2:1]([O:3][C:4]([C:6]1[NH:7][C:8]2[C:13]([C:14]=1[C:15]([C:17]1[C:26]3[C:21](=[CH:22][CH:23]=[CH:24][CH:25]=3)[CH:20]=[CH:19][CH:18]=1)=O)=[CH:12][CH:11]=[CH:10][CH:9]=2)=[O:5])[CH3:2].C([SiH](CC)CC)C>FC(F)(F)C(O)=O>[CH2:1]([O:3][C:4]([C:6]1[NH:7][C:8]2[C:13]([C:14]=1[CH2:15][C:17]1[C:26]3[C:21](=[CH:22][CH:23]=[CH:24][CH:25]=3)[CH:20]=[CH:19][CH:18]=1)=[CH:12][CH:11]=[CH:10][CH:9]=2)=[O:5])[CH3:2]. Reported procedure: 2. To a solution of 3-(naphthalene-1-carbonyl)-1H-indole-2-carboxylic acid ethyl ester (0.81 g) in trifluoroacetic acid (3.6 ml) was added triethylsilane (1.5 ml) and stirring was continued at 22° C. for 21 h. The suspension was filtered, the residue washed with n-heptane and dried to give 3-naphthalen-1-ylmethyl-1H-indole-2-carboxylic acid ethyl ester as a white solid. MS: 328.1 ([M−H]−). Reactants: CC(=O)O, CC(O)(CC(=O)O)c1ccc(-c2ccc(F)cc2F)cc1. Yields the product CC(CC(=O)O)c1ccc(-c2ccc(F)cc2F)cc1. Reaction SMILES: [CH3:22][C:23](=[O:24])[OH:25].[F:1][c:2]1[c:3](-[c:9]2[cH:10][cH:11][c:12]([C:15]([CH2:16][C:17](=[O:18])[OH:19])([CH3:20])[OH:21])[cH:13][cH:14]2)[cH:4][cH:5][c:6]([F:8])[cH:7]1>>[F:1][c:2]1[c:3](-[c:9]2[cH:10][cH:11][c:12]([CH:15]([CH2:16][C:17](=[O:18])[OH:19])[CH3:20])[cH:13][cH:14]2)[cH:4][cH:5][c:6]([F:8])[cH:7]1. Reported procedure: To a 100 mL flask equipped with magnetic stirrer was added 5,6-dichloronicotinic acid: t-butyl ester (5.0 g, 0.02 mol), n-methylpyrrolidinone (NMP) (5mL), diglyme (1 mL, internal standard) and spray dried KF (5.8 g, 0.1 mol). The slurry was heated to 120° C. for three hours. The mixture was cooled and partitioned between 1,1,2,2-tetrachloroethylene (30 mL) and water. The aqueous phase was extracted with 1,1,2,2,-tetrachloroethylene (30 mL) and the organic phases combined, extracted with 1N NaOH,... Reaction conditions: time 24 hour. Reaction SMILES: [Cl:1][C:2]1[C:3](F)=[N:4][CH:5]=[C:6]([CH:10]=1)[C:7]([OH:9])=[O:8].ClC1C(Cl)=N[CH:16]=[C:17]([CH:21]=1)[C:18](O)=O.[OH:23][C:24]1[CH:29]=[CH:28][CH:27]=[CH:26][C:25]=1[C:30](=[N:35][O:36][CH3:37])[C:31]([NH:33][CH3:34])=[O:32].C(=O)([O-])[O-].[K+].[K+]>[Br-].C([N+](CCCC)(CCCC)CCCC)CCC.CCOCC.C(Cl)Cl>[CH3:37][O:36][N:35]=[C:30]([C:25]1[CH:26]=[CH:27][CH:28]=[CH:29][C:24]=1[O:23][C:3]1[C:2]([Cl:1])=[CH:10][C:6]([C:7]([O:9][C:17]([CH3:21])([CH3:18])[CH3:16])=[O:8])=[CH:5][N:4]=1)[C:31]([NH:33][CH3:34])=[O:32] |f:3.4.5,6.7|. Reagents/catalysts: [Br-].C(CCC)[N+](CCCC)(CCCC)CCCC (tetra-butylammonium bromide). Product: CON=C(C(=O)NC)C1=C(C=CC=C1)OC1=NC=C(C=C1Cl)C(=O)OC(C)(C)C (α-(Methoxyimino)-N-methyl-2-[[3-chloro-5-(t-butoxycarbonyl)-2-pyridinyl]oxy]-benzeneacetamide). The reactants are ClC=1C(=NC=C(C(=O)O)C1)F (5-chloro-6-fluoronicotinic acid), t-butyl ester, t-butyl ester, ClC=1C(=NC=C(C(=O)O)C1)Cl (5,6-dichloronicotinic acid), OC1=C(C=CC=C1)C(C(=O)NC)=NOC (2-hydroxy-α-methyoxyimino-N-methyl-benzeneacetamide), C([O-])([O-])=O.[K+].[K+] (potassium carbonate). Run in CCOCC (ether), C(Cl)Cl (methylene chloride).